This data is from the Open Reaction Database (ORD), a public repository of structured organic reaction records. The task is: describe an organic reaction: reactants, conditions, products, and yield Reactants: C(=O)([O-])[O-].[K+].[K+] (K2CO3), CI (CH3I), BrC1=C(C(=O)O)C(=CC=C1)OC (2-bromo-6-methoxybenzoic acid). Solvent: CN(C)C=O (DMF). Conditions: time 8 hour. Product: BrC1=C(C(=O)OC)C(=CC=C1)OC (methyl 2-bromo-6-methoxybenzoate). The yield is 95.1%. Reaction SMILES: [Br:1][C:2]1[CH:10]=[CH:9][CH:8]=[C:7]([O:11][CH3:12])[C:3]=1[C:4]([OH:6])=[O:5].[C:13]([O-])([O-])=O.[K+].[K+].CI>CN(C=O)C>[Br:1][C:2]1[CH:10]=[CH:9][CH:8]=[C:7]([O:11][CH3:12])[C:3]=1[C:4]([O:6][CH3:13])=[O:5] |f:1.2.3|. Reported procedure: To a mixture of 2-bromo-6-methoxybenzoic acid (40 g, 0.176 mol) in DMF (300 mL) was added K2CO3 (24.8 g, 0.176 mol) and CH3I (37 g, 0.264 mol). The mixture was stirred at RT overnight. The reaction was quenched with 1M HCl aq and the mixture was extracted with EtOAc (3×300 mL). The organic phase was dried over MgSO4 and concentrated in vacuo to give the title compound (41 g, 99%). The reagents and catalysts are [Pd] (Palladium on carbon). The reactants are C(C1=CC=CC=C1)OC=1C(=NC=CC1)C1C(=C(NC(=C1C(=O)OCC)C)C)C(=O)OCC (Diethyl 1,4-dihydro-4-(3-benzyloxypyridyl)-2,6-dimethyl-3,5-pyridine dicarboxylate). The yield is 111.9%. Procedure: Diethyl 1,4-dihydro-4-(3-benzyloxypyridyl)-2,6-dimethyl-3,5-pyridine dicarboxylate (7.0 grams; 0.016 mole) was hydrogenated in three batches using 1.2 grams of 10% Palladium on carbon. Material was dissolved in 300 ml ethanol and over a period of two hours there was a drop of 44 psi. The reaction mixtures were vacuum filtered through celite and the filtrate concentrated to approximately half the volume. Crystals formed on standing were filtered and collected. Recrystallization from acetonitrile ... Yields the product OC=1C(=NC=CC1)C1C(=C(NC(=C1C(=O)OCC)C)C)C(=O)OCC (Diethyl 1,4-dihydro-4-(3-hydroxypyridyl)-2,6-dimethyl-3,5-pyridine dicarboxylate). As a reaction SMILES: C([O:8][C:9]1[C:10]([CH:15]2[C:20]([C:21]([O:23][CH2:24][CH3:25])=[O:22])=[C:19]([CH3:26])[NH:18][C:17]([CH3:27])=[C:16]2[C:28]([O:30][CH2:31][CH3:32])=[O:29])=[N:11][CH:12]=[CH:13][CH:14]=1)C1C=CC=CC=1>[Pd].C(O)C>[OH:8][C:9]1[C:10]([CH:15]2[C:16]([C:28]([O:30][CH2:31][CH3:32])=[O:29])=[C:17]([CH3:27])[NH:18][C:19]([CH3:26])=[C:20]2[C:21]([O:23][CH2:24][CH3:25])=[O:22])=[N:11][CH:12]=[CH:13][CH:14]=1. The solvent is C(C)O (ethanol). The reactants are CC(C)(C)C(=O)OCCl, [H-], [Na+], C1CCOC1, CN(C)C=O, O=Cc1c[nH]cn1. The product is CC(C)(C)C(=O)OCn1cnc(C=O)c1. As a reaction SMILES: [C:10]([C:11]([CH3:12])([CH3:13])[CH3:14])(=[O:15])[O:16][CH2:17][Cl:18].[H-:1].[Na+:2].[O:19]1[CH2:20][CH2:21][CH2:22][CH2:23]1.[O:24]=[CH:25][N:26]([CH3:27])[CH3:28].[nH:3]1[cH:4][n:5][c:6]([CH:8]=[O:9])[cH:7]1>>[n:3]1([CH2:17][O:16][C:10]([C:11]([CH3:12])([CH3:13])[CH3:14])=[O:15])[cH:4][n:5][c:6]([CH:8]=[O:9])[cH:7]1. Reactants: O=C1N2C3=C(CO1)C=CC=C3C(CC2)=O (6,7-Dihydro-3,7-dioxo-1H,3H,5H-pyrido[3,2,1-ij][3,1]benzoxazine), Cl.NO (hydroxylamine hydrochloride), C(C)(=O)[O-].[Na+] (sodium acetate). Solvent: C(C)O.O (ethanol water). Product: O=C1N2C3=C(CO1)C=CC=C3C(CC2)=NO (6,7-dihydro-3-oxo-7-hydroxyimino-1H,3H,5H-pyrido[3,2,1-ij][3,1]benzoxazine). RXN SMILES: [O:1]=[C:2]1[O:7][CH2:6][C:5]2[CH:8]=[CH:9][CH:10]=[C:11]3[C:12](=O)[CH2:13][CH2:14][N:3]1[C:4]=23.Cl.[NH2:17][OH:18].C([O-])(=O)C.[Na+]>C(O)C.O>[O:1]=[C:2]1[O:7][CH2:6][C:5]2[CH:8]=[CH:9][CH:10]=[C:11]3[C:12](=[N:17][OH:18])[CH2:13][CH2:14][N:3]1[C:4]=23 |f:1.2,3.4,5.6|. Procedure: 6,7-Dihydro-3,7-dioxo-1H,3H,5H-pyrido[3,2,1-ij][3,1]benzoxazine (5 g), hydroxylamine hydrochloride (2.1 g) and sodium acetate (7.5 g) were dissolved in a mixed solvent of ethanol-water (5:1) (90 ml) and the mixture was refluxed for 2 hours. After completion of the reaction, the solvent was distilled off and the resulting residue was poured into water. Crystals which precipitated were collected by filtration and dried to give 6,7-dihydro-3-oxo-7-hydroxyimino-1H,3H,5H-pyrido[3,2,1-ij][3,1]benzoxaz... Reactants: BrBr, Cn1c(Cc2ccccc2)nccc1=O, ClC(Cl)Cl, [Na+], O=C([O-])O. Product: Cn1c(Cc2ccccc2)ncc(Br)c1=O. As a reaction SMILES: [Br:1][Br:2].[CH2:3]([c:4]1[cH:5][cH:6][cH:7][cH:8][cH:9]1)[c:10]1[n:11][cH:12][cH:13][c:14](=[O:17])[n:15]1[CH3:16].[Cl:23][CH:24]([Cl:25])[Cl:26].[Na+:22].[O-:18][C:19]([OH:20])=[O:21]>>[Br:1][c:13]1[cH:12][n:11][c:10]([CH2:3][c:4]2[cH:5][cH:6][cH:7][cH:8][cH:9]2)[n:15]([CH3:16])[c:14]1=[O:17]. Procedure details: To a solution of the product from Example 2, Step F (0.22 g, 0.64 mmol) in anhydrous tetrahydrofuran (30 mL) was added sodium hydride (60% dispersion, 28 mg, 0.70 mmol) and this mixture was stirred under a nitrogen atmosphere for 10 min. Iodomethane (99 mg, 44 uL, 0.70 mmol) was added and the mixture was stirred for 1 h followed by the addition of anhydrous dimethylformamide (20 mL); this mixture was stirred for 4 h, poured into ice water, and the solution was extracted with ethyl acetate (3×50 ... Isolated yield 57.0%. Product: CN1C(COC2=CC=C3C=NN(C3=C21)C[C@H](C)NC(OC(C)(C)C)=O)=O (tert-Butyl (S)-2-(8,9-dihydro-9-methyl-8-oxo-7H-[1,4]oxazino[2,3-g]indazol-1-yl)-1-methylethylcarbamate). Reaction SMILES: [O:1]=[C:2]1[CH2:25][O:24][C:5]2=[CH:6][CH:7]=[C:8]3[C:12]([N:11]([CH2:13][CH:14]([NH:16][C:17](=[O:23])[O:18][C:19]([CH3:22])([CH3:21])[CH3:20])[CH3:15])[N:10]=[CH:9]3)=[C:4]2[NH:3]1.[H-].[Na+].IC.[CH3:30]N(C)C=O>O1CCCC1>[CH3:30][N:3]1[C:4]2[C:5](=[CH:6][CH:7]=[C:8]3[C:12]=2[N:11]([CH2:13][C@@H:14]([NH:16][C:17](=[O:23])[O:18][C:19]([CH3:21])([CH3:20])[CH3:22])[CH3:15])[N:10]=[CH:9]3)[O:24][CH2:25][C:2]1=[O:1] |f:1.2|. Solvent: O1CCCC1 (tetrahydrofuran). Conditions: time 10 minute. The reactants are CN(C=O)C (dimethylformamide), ice water, O=C1NC=2C(=CC=C3C=NN(C23)CC(C)NC(OC(C)(C)C)=O)OC1 (tert-Butyl 2-(8,9-dihydro-8-oxo-7H-[1,4]oxazino[2,3-g]indazol-1-yl)-1-methylethylcarbamate), [H-].[Na+] (sodium hydride), IC (Iodomethane). Reactants: CCO, [Na+], COC(=O)Cc1ccc2c(c1)C(=C1CCN(CCCC(C)=O)CC1)c1sccc1CO2, [OH-]. Product: CC(=O)CCCN1CCC(=C2c3cc(CC(=O)O)ccc3OCc3ccsc32)CC1. As a reaction SMILES: [CH3:34][CH2:35][OH:36].[Na+:2].[O:3]=[C:4]([CH2:5][CH2:6][CH2:7][N:8]1[CH2:9][CH2:10][C:11](=[C:14]2[c:15]3[s:16][cH:17][cH:18][c:19]3[CH2:20][O:21][c:22]3[c:23]2[cH:24][c:25]([CH2:28][C:29](=[O:30])[O:31][CH3:32])[cH:26][cH:27]3)[CH2:12][CH2:13]1)[CH3:33].[OH-:1]>>[O:3]=[C:4]([CH2:5][CH2:6][CH2:7][N:8]1[CH2:9][CH2:10][C:11](=[C:14]2[c:15]3[s:16][cH:17][cH:18][c:19]3[CH2:20][O:21][c:22]3[c:23]2[cH:24][c:25]([CH2:28][C:29](=[O:30])[OH:31])[cH:26][cH:27]3)[CH2:12][CH2:13]1)[CH3:33]. Reactants: Br, Cc1csc(C(=O)Cc2ccc(Br)cc2)c1, Br, CC(=O)O, CC(=O)O. Product: Cc1csc(C(=O)C(Br)c2ccc(Br)cc2)c1. As a reaction SMILES: [Br:17].[Br:1][c:2]1[cH:3][cH:4][c:5]([CH2:8][C:9](=[O:10])[c:11]2[s:12][cH:13][c:14]([CH3:16])[cH:15]2)[cH:6][cH:7]1.[BrH:22].[C:18]([OH:19])(=[O:20])[CH3:21].[CH3:23][C:24](=[O:25])[OH:26]>>[Br:1][c:2]1[cH:3][cH:4][c:5]([CH:8]([C:9](=[O:10])[c:11]2[s:12][cH:13][c:14]([CH3:16])[cH:15]2)[Br:22])[cH:6][cH:7]1. As a reaction SMILES: [Al+3:17].[CH2:1]([CH3:2])[O:3][C:4]([C:5](=[O:6])[Cl:7])=[O:8].[Cl-:16].[Cl-:18].[Cl-:19].[Cl:9][c:10]1[s:11][cH:12][cH:13][c:14]1[Cl:15].[N+:21]([CH3:22])([O-:23])=[O:24].[OH2:20]>>[CH2:1]([CH3:2])[O:3][C:4]([C:5](=[O:6])[c:12]1[s:11][c:10]([Cl:9])[c:14]([Cl:15])[cH:13]1)=[O:8]. Reactants: [Al+3], CCOC(=O)C(=O)Cl, [Cl-], [Cl-], [Cl-], Clc1ccsc1Cl, C[N+](=O)[O-], O. Product: CCOC(=O)C(=O)c1cc(Cl)c(Cl)s1. Reactants: [OH-].[Na+] (sodium hydroxide), O (water), O (water), ClC(C(=O)C1=C(C=C(C(=C1)C)C)C)Cl (2,2-dichloro-1-(2,4,5-trimethylphenyl)ethanone). Run in CC(C)(C)OC (MTBE). Reaction conditions: time 90 minute. Yields the product CC1=C(C(C(=O)O)O)C=C(C(=C1)C)C (2,4,5-Trimethylmandelic Acid). Reaction SMILES: [OH-:1].[Na+].[OH2:3].Cl[CH:5](Cl)[C:6]([C:8]1[CH:13]=[C:12]([CH3:14])[C:11]([CH3:15])=[CH:10][C:9]=1[CH3:16])=[O:7]>CC(OC)(C)C>[CH3:16][C:9]1[CH:10]=[C:11]([CH3:15])[C:12]([CH3:14])=[CH:13][C:8]=1[CH:6]([OH:7])[C:5]([OH:3])=[O:1] |f:0.1|. Reported procedure: 222 g of 45% sodium hydroxide solution and 400 ml of water are initially charged and heated to reflux. Within approx. 90 minutes, 115.6 g of 2,2-dichloro-1-(2,4,5-trimethylphenyl)ethanone are added dropwise. Subsequently, the reaction mixture is boiled for a further hour, then admixed at 45° C. with 400 ml of water and at room temperature with 400 ml of MTBE, the phases are separated, the aqueous phase is extracted once again with 300 ml of MTBE, and is then acidified with sulfuric acid and the ...